The task is: describe an organic reaction: reactants, conditions, products, and yield. This data is from the Open Reaction Database (ORD), a public repository of structured organic reaction records. Reactants: BrC=1C=C(C=CC1F)C12N(OCC1CC(C2)O[Si](C)(C)C(C)(C)C)CC2=C(C=C(C=C2)OC)OC (6a-(3-bromo-4-fluorophenyl)-5-(tert-butyldimethylsilyloxy)-1-(2,4-dimethoxybenzyl)hexahydro-1H-cyclopenta[c]isoxazole), [F-].C(CCC)[N+](CCCC)(CCCC)CCCC (tetrabutylammonium fluoride). The product is BrC=1C=C(C=CC1F)C12N(OCC1CC(C2)O)CC2=C(C=C(C=C2)OC)OC (Racemic (3aRS,5RS,6aSR)-6a-(3-Bromo-4-fluorophenyl)-1-(2,4-dimethoxybenzyl)hexahydro-1H-cyclopenta[c]isoxazol-5-ol), mixture. Conditions: time 2 hour. Run in C1CCOC1 (THF), C1CCOC1 (THF), ClCCl (dichloromethane). RXN SMILES: [Br:1][C:2]1[CH:3]=[C:4]([C:9]23[CH2:16][CH:15]([O:17][Si](C(C)(C)C)(C)C)[CH2:14][CH:13]2[CH2:12][O:11][N:10]3[CH2:25][C:26]2[CH:31]=[CH:30][C:29]([O:32][CH3:33])=[CH:28][C:27]=2[O:34][CH3:35])[CH:5]=[CH:6][C:7]=1[F:8].[F-].C([N+](CCCC)(CCCC)CCCC)CCC>C1COCC1.ClCCl>[Br:1][C:2]1[CH:3]=[C:4]([C:9]23[CH2:16][CH:15]([OH:17])[CH2:14][CH:13]2[CH2:12][O:11][N:10]3[CH2:25][C:26]2[CH:31]=[CH:30][C:29]([O:32][CH3:33])=[CH:28][C:27]=2[O:34][CH3:35])[CH:5]=[CH:6][C:7]=1[F:8] |f:1.2|. Yield: 100.0%. Procedure: To a solution of 6a-(3-bromo-4-fluorophenyl)-5-(tert-butyldimethylsilyloxy)-1-(2,4-dimethoxybenzyl)hexahydro-1H-cyclopenta[c]isoxazole (3.00 g, 4.77 mmol) in THF (10 mL) is added 1 N tetrabutylammonium fluoride solution in THF (7.15 mL, 7.15 mmol). After stirring at room temperature for 2 hours, the reaction mixture is concentrated under reduced pressure to afford a residue that is diluted with dichloromethane and washed with water and brine. The organic layer is dried over sodium sulfate, filte... Reactants: COC=1C=C(CN(CC(O)C2=CC(=CC=C2)Cl)[C@@H](CC2=CC(=C(C=C2)OC)OC)C)C=CC1OCCCC ((R)-N-(3-methoxy-4-n-butoxybenzyl)-N-[2-(3-chlorophenyl)-2-hydroxyeth-1-yl]-1-(3,4-dimethoxyphenyl)-prop-2-ylamine), [H-].[Na+] (sodium hydride), N1=C(C=CC=C1C)C (2,6-lutidine), solution, C(=O)(Cl)Cl (phosgene). Solvent: C1(=CC=CC=C1)C (toluene), C1(=CC=CC=C1)C (toluene). Run at temperature 0 celsius, time 1 hour. Product: COC=1C=C(C=CC1OC)C[C@@H](C)N1C(O[C@@H](C1)C1=CC(=CC=C1)Cl)=O ((R,R)-3-[1-(3,4-dimethoxyphenyl)prop-2-yl]-5-(3-chlorophenyl)oxazolidin-2-one). Reaction SMILES: COC1C=C(C=CC=1OCCCC)[CH2:6][N:7]([C@H:18]([CH3:30])[CH2:19][C:20]1[CH:25]=[CH:24][C:23]([O:26][CH3:27])=[C:22]([O:28][CH3:29])[CH:21]=1)[CH2:8][CH:9]([C:11]1[CH:16]=[CH:15][CH:14]=[C:13]([Cl:17])[CH:12]=1)[OH:10].[H-].[Na+].N1C(C)=CC=CC=1C.C(Cl)(Cl)=[O:50]>C1(C)C=CC=CC=1>[CH3:29][O:28][C:22]1[CH:21]=[C:20]([CH2:19][C@H:18]([N:7]2[CH2:8][C@@H:9]([C:11]3[CH:16]=[CH:15][CH:14]=[C:13]([Cl:17])[CH:12]=3)[O:10][C:6]2=[O:50])[CH3:30])[CH:25]=[CH:24][C:23]=1[O:26][CH3:27] |f:1.2|. Procedure: A solution of 5.0 g. of (R)-N-(3-methoxy-4-n-butoxybenzyl)-N-[2-(3-chlorophenyl)-2-hydroxyeth-1-yl]-1-(3,4-dimethoxyphenyl)-prop-2-ylamine (obtained in Example 2) in 45 mL of toluene is added to 406 mg. of sodium hydride at room temperature. The mixture is stirred for one hour, 1.29 mL of 2,6-lutidine are added, and stirring is continued for 30 minutes. The reaction mixture then is added with stirring to 5.74 mL of a 20% solution of phosgene in toluene which has been cooled to 0° C. Excess phosg...